This data is from the Open Reaction Database (ORD), a public repository of structured organic reaction records. The task is: describe an organic reaction: reactants, conditions, products, and yield Reactants: [OH-].[Na+] (NaOH), ClS(=O)(=O)O (Chlorosulfonic acid), ClC=1C(=C(N)C=CC1)C (3-chloro-2-methylaniline), TEA. Solvent: CCO (EtOH), O (water), C(Cl)(Cl)Cl (chloroform), C(Cl)(Cl)Cl (chloroform). Conditions: time 90 minute. Yields the product CC1=C(C=CC=C1Cl)NS([O-])(=O)=O.[Na+] (Sodium (2-methyl-3-chlorophenyl)sulfamate). The yield is 84.7%. RXN SMILES: Cl[S:2]([OH:5])(=[O:4])=[O:3].[Cl:6][C:7]1[C:8]([CH3:14])=[C:9]([CH:11]=[CH:12][CH:13]=1)[NH2:10].[OH-].[Na+:16]>C(Cl)(Cl)Cl.O.CCO>[CH3:14][C:8]1[C:7]([Cl:6])=[CH:13][CH:12]=[CH:11][C:9]=1[NH:10][S:2](=[O:4])(=[O:3])[O-:5].[Na+:16] |f:2.3,7.8|. Procedure: Chlorosulfonic acid (516 μl, 7.77 mmol) in chloroform (5 ml) was added dropwise to a solution of 3-chloro-2-methylaniline (844 μl, 6.98 mmol) and TEA (7.8 ml, 56.54 mmol) in chloroform (20 ml) at 0° C. The mixture was stirred for 90 min, concentrated in vacuo and a solution of NaOH (848 mg, 21.2 mmol) in water (10 ml) was added and the mixture stirred for 30 min at room temperature. The reaction was concentrated in vacuo and azeotroped with toluene. The solid obtained was heated in EtOH (50 ml) ...